From a dataset of the Open Reaction Database (ORD), a public repository of structured organic reaction records. describe an organic reaction: reactants, conditions, products, and yield The reactants are CC(=O)OC(C)c1nccc(N2CCc3ccc(S(=O)(=O)N(C)C)cc3C2)n1, CO, [Li+], [OH-], O, O. Product: CC(O)c1nccc(N2CCc3ccc(S(=O)(=O)N(C)C)cc3C2)n1. RXN SMILES: [C:1](=[O:2])([CH3:3])[O:4][CH:5]([CH3:6])[c:7]1[n:8][cH:9][cH:10][c:11]([N:13]2[CH2:14][c:15]3[cH:16][c:17]([S:23]([N:24]([CH3:25])[CH3:26])(=[O:27])=[O:28])[cH:18][cH:19][c:20]3[CH2:21][CH2:22]2)[n:12]1.[CH3:33][OH:34].[Li+:31].[OH-:30].[OH2:29].[OH2:32]>>[OH:4][CH:5]([CH3:6])[c:7]1[n:8][cH:9][cH:10][c:11]([N:13]2[CH2:14][c:15]3[cH:16][c:17]([S:23]([N:24]([CH3:25])[CH3:26])(=[O:27])=[O:28])[cH:18][cH:19][c:20]3[CH2:21][CH2:22]2)[n:12]1. Isolated yield 81.0%. The product is CC([C@@H](C(=O)O)N1C(C2=CC(=CC=C2C1)C1=CC=C(C=C1)NC(C1=C(C=C(C=C1C)C)C)=O)=O)C ((S)-3-Methyl-2-(1-oxo-6-(4-(2,4,6-trimethylbenzamido)phenyl)isoindolin-2-yl)butanoic acid). Reactants: C(C1=CC=CC=C1)(=O)NC1=CC=C(C=C1)C1=CC=C2CN(C(C2=C1)=O)[C@H](C(=O)O)C(C)C ((S)-2-(6-(4-Benzamidophenyl)-1-oxoisoindolin-2-yl)-3-methylbutanoic acid), CC([C@@H](C(=O)OC)N1C(C2=CC(=CC=C2C1)C1=CC=C(C=C1)NC(C1=C(C=C(C=C1C)C)C)=O)=O)C ((S)-Methyl 3-methyl-2-(1-oxo-6-(4-(2,4,6-trimethylbenzamido)phenyl)isoindolin-2-yl)butanoate). Reaction SMILES: C(NC1C=CC(C2C=C3C(CN([C@@H](C(C)C)C(O)=O)C3=O)=CC=2)=CC=1)(=O)C1C=CC=CC=1.[CH3:33][CH:34]([CH3:68])[C@H:35]([N:40]1[CH2:48][C:47]2[C:42](=[CH:43][C:44]([C:49]3[CH:54]=[CH:53][C:52]([NH:55][C:56](=[O:66])[C:57]4[C:62]([CH3:63])=[CH:61][C:60]([CH3:64])=[CH:59][C:58]=4[CH3:65])=[CH:51][CH:50]=3)=[CH:45][CH:46]=2)[C:41]1=[O:67])[C:36]([O:38]C)=[O:37]>>[CH3:33][CH:34]([CH3:68])[C@H:35]([N:40]1[CH2:48][C:47]2[C:42](=[CH:43][C:44]([C:49]3[CH:50]=[CH:51][C:52]([NH:55][C:56](=[O:66])[C:57]4[C:58]([CH3:65])=[CH:59][C:60]([CH3:64])=[CH:61][C:62]=4[CH3:63])=[CH:53][CH:54]=3)=[CH:45][CH:46]=2)[C:41]1=[O:67])[C:36]([OH:38])=[O:37]. Procedure: The compound of example 154 was prepared analogous to compound of example 98 by hydrolysis of compound of example 153. Starting materials: Cc1ccc(-c2cc[nH]c2)cc1, ClCCl, CN(C)C=O, O=P(Cl)(Cl)Cl. The product is Cc1ccc(-c2cc[nH]c2C=O)cc1. RXN SMILES: [CH3:1][c:2]1[cH:3][cH:4][c:5](-[c:8]2[cH:9][nH:10][cH:11][cH:12]2)[cH:6][cH:7]1.[Cl:23][CH2:24][Cl:25].[O:18]=[CH:19][N:20]([CH3:21])[CH3:22].[P:13]([Cl:14])([Cl:15])([Cl:16])=[O:17]>>[CH3:1][c:2]1[cH:3][cH:4][c:5](-[c:8]2[c:9]([CH:19]=[O:18])[nH:10][cH:11][cH:12]2)[cH:6][cH:7]1. Starting materials: CN1C(=CC=C1C=1C=NC=CC1)C=O (1-methyl-5-(3-pyridyl) pyrrole-2-carboxaldehyde), O.NN (hydrazine hydrate), [OH-].[K+] (potassium hydroxide). The solvent is C(COCCOCCO)O (triethyleneglycol). Run at temperature 175 celsius, time 75 minute. Yields the product CN1C(=CC=C1C)C=1C=NC=CC1 (1,5-Dimethyl-2-(3-pyridyl) pyrrole). RXN SMILES: [CH3:1][N:2]1[C:6]([C:7]2[CH:8]=[N:9][CH:10]=[CH:11][CH:12]=2)=[CH:5][CH:4]=[C:3]1[CH:13]=O.O.NN.[OH-].[K+]>C(O)COCCOCCO>[CH3:1][N:2]1[C:3]([CH3:13])=[CH:4][CH:5]=[C:6]1[C:7]1[CH:8]=[N:9][CH:10]=[CH:11][CH:12]=1 |f:1.2,3.4|. Reported procedure: A mixture of 1-methyl-5-(3-pyridyl) pyrrole-2-carboxaldehyde (8.0 g, 43 mmoles), hydrazine hydrate (8.0 g, 160 mmoles) and potassium hydroxide (10.6 g of 85% pellets) in 80 ml triethyleneglycol is stirred at 125° L C for 75 min. during which time vigorous evolution of gas is observed. The temperature is then increased to 175° C and stirring continued until evolution of gas ceases. After cooling, the reaction mixture is extracted with 3 × 50 ml portions of diethyl ether. The combined ether layers...